From a dataset of the Open Reaction Database (ORD), a public repository of structured organic reaction records. describe an organic reaction: reactants, conditions, products, and yield Starting materials: Br, CCO, Nc1ccc2nc(NCCN3CCCC3)sc2c1, N=C(Sc1ccccc1)c1cccs1. Product: N=C(Nc1ccc2nc(NCCN3CCCC3)sc2c1)c1cccs1. Reaction SMILES: [BrH:19].[CH3:34][CH2:35][OH:36].[NH2:1][c:2]1[cH:3][c:4]2[c:5]([n:6][c:7]([NH:9][CH2:10][CH2:11][N:12]3[CH2:13][CH2:14][CH2:15][CH2:16]3)[s:8]2)[cH:17][cH:18]1.[c:20]1([S:21][C:27](=[NH:28])[c:29]2[s:30][cH:31][cH:32][cH:33]2)[cH:22][cH:23][cH:24][cH:25][cH:26]1>>[NH:1]([c:2]1[cH:3][c:4]2[c:5]([n:6][c:7]([NH:9][CH2:10][CH2:11][N:12]3[CH2:13][CH2:14][CH2:15][CH2:16]3)[s:8]2)[cH:17][cH:18]1)[C:27](=[NH:28])[c:29]1[s:30][cH:31][cH:32][cH:33]1.